Dataset: the Open Reaction Database (ORD), a public repository of structured organic reaction records. Task: describe an organic reaction: reactants, conditions, products, and yield Reactants: BrC1=CC=C(C(=O)CC(C(=O)N2[C@H](C(=O)O)CCC2)C)C=C1 (1-[3-(4-bromobenzoyl)-2-methylpropionyl]-L-proline), CCCCCC (hexane), BrC1=CC=C(C(=O)CC(C(=O)N2[C@H](C(=O)O)CCC2)C)C=C1 ((S)-1-[3-(4-bromobenzoyl)-2-methylpropionyl]-L-proline). The solvent is C(C)(=O)OCC (ethyl acetate). Product: BrC1=CC=C(C(=O)CC(C(=O)N2[C@@H](C(=O)O)CCC2)C)C=C1 ((R)-1-[3-(4-bromobenzoyl)-2-methylpropionyl]-L-proline). As a reaction SMILES: [Br:1][C:2]1[CH:22]=[CH:21][C:5]([C:6]([CH2:8][CH:9]([CH3:20])[C:10]([N:12]2[CH2:19][CH2:18][CH2:17][C@H:13]2[C:14]([OH:16])=[O:15])=[O:11])=[O:7])=[CH:4][CH:3]=1.CCCCCC>C(OCC)(=O)C>[Br:1][C:2]1[CH:22]=[CH:21][C:5]([C:6]([CH2:8][CH:9]([CH3:20])[C:10]([N:12]2[CH2:19][CH2:18][CH2:17][C@@H:13]2[C:14]([OH:16])=[O:15])=[O:11])=[O:7])=[CH:4][CH:3]=1. Reported procedure: The preceding compound, (72 g.) is converted to N-hydroxysuccinimide ester, m.p. 99°-104° C., as for Example 7 and the activated ester (94.6 g.) is coupled as for Example 9 with 44.9 g. of L-proline to give 70.7 g. of 1-[3-(4-bromobenzoyl)-2-methylpropionyl]-L-proline as a gum (mixture of diastereomers). The gum is dissolved in hot ethyl acetate (200 ml.) and hexane (250 ml.) added. Chilling gives 19.3 g. of solid which is recrystallized from ethyl acetate to give 10.3 g. of (S)-1-[3-(4-bromoben... Yields the product N1=C(C=CC2=CC=CC=C12)CON (O-(2-quinolyl)methylhydroxylamine). The solvent is CCO (EtOH). Run at time 5 hour. Isolated yield 103.9%. Reported procedure: N-(2-quinolyl)methoxy phthalimide (1.53 g) was suspended in 95% EtOH and hydrazine (0.30 mL) was added. The reaction mixture was stirred for 5 h and then filtered. The filtrate was concentrated under reduced pressure and then taken up in a small amount of dichloromethane. The small amount of remaining phthalhydrazide was then removed by filtration. The filtrate was concentrated under reduced pressure to give the title compound (0.91 g) as a yellow oil. MS(CI) m/e 175 (M+H)+. RXN SMILES: [N:1]1[C:10]2[C:5](=[CH:6][CH:7]=[CH:8][CH:9]=2)[CH:4]=[CH:3][C:2]=1[CH2:11][O:12][N:13]1C(=O)C2=CC=CC=C2C1=O.NN>CCO>[N:1]1[C:10]2[C:5](=[CH:6][CH:7]=[CH:8][CH:9]=2)[CH:4]=[CH:3][C:2]=1[CH2:11][O:12][NH2:13]. The reactants are N1=C(C=CC2=CC=CC=C12)CON1C(C=2C(C1=O)=CC=CC2)=O (N-(2-quinolyl)methoxy phthalimide), NN (hydrazine). Reactants: C(C)OC(CC)(OCC)OCC (triethylorthopropionate), ClC1=CC=C(C=C1)N1C(SCC1=O)=S (3-(4'-chlorophenyl)-rhodanine). The solvent is C(C)(=O)OC(C)=O (acetic anhydride). Product: ClC1=CC=C(C=C1)N1C(SC(C1=O)=C(CC)OCC)=S (3-(4'-chlorophenyl)-5-(1'-ethoxypropylidene)-rhodanine). Reaction SMILES: C(O[C:4]([O:10][CH2:11][CH3:12])(OCC)[CH2:5][CH3:6])C.[Cl:13][C:14]1[CH:19]=[CH:18][C:17]([N:20]2[C:24](=[O:25])[CH2:23][S:22][C:21]2=[S:26])=[CH:16][CH:15]=1>C(OC(=O)C)(=O)C>[Cl:13][C:14]1[CH:15]=[CH:16][C:17]([N:20]2[C:24](=[O:25])[C:23](=[C:4]([O:10][CH2:11][CH3:12])[CH2:5][CH3:6])[S:22][C:21]2=[S:26])=[CH:18][CH:19]=1. Procedure details: Following the procedures of Example 1, triethylorthopropionate is reacted with 3-(4'-chlorophenyl)-rhodanine in acetic anhydride for 51/2 hours to give 3-(4'-chlorophenyl)-5-(1'-ethoxypropylidene)-rhodanine. To a suspension of the latter (25 g., 0.0765 m.) in 200 ml. of dioxane and 200 ml. of water is added 50 ml. of 10% sodium hydroxide solution. The mixture is stirred at room temperature for 4 hours and then concentrated in vacuo at 40°-45°C. The residual solution is washed with ether, decolor... Starting materials: Cl (HCl), CC=1C=CC2=C(OC(CN2)C2=CC=CC=C2)C1 (7-Methyl-2-phenyl-3,4-dihydro-2H-benzo[b][1,4]oxazine), N(=O)[O-].[Na+] (sodium nitrite). Solvent: C(C)O (ethanol), O (water). Reaction conditions: temperature 0 celsius, time 2 hour. Product: CC=1C=CC2=C(OC(CN2N=O)C2=CC=CC=C2)C1 (7-methyl-4-nitroso-2-phenyl-3,4-dihydro-2H-benzo[b][1,4]oxazine). Reaction SMILES: [CH3:1][C:2]1[CH:3]=[CH:4][C:5]2[NH:10][CH2:9][CH:8]([C:11]3[CH:16]=[CH:15][CH:14]=[CH:13][CH:12]=3)[O:7][C:6]=2[CH:17]=1.Cl.[N:19]([O-])=[O:20].[Na+]>C(O)C.O>[CH3:1][C:2]1[CH:3]=[CH:4][C:5]2[N:10]([N:19]=[O:20])[CH2:9][CH:8]([C:11]3[CH:16]=[CH:15][CH:14]=[CH:13][CH:12]=3)[O:7][C:6]=2[CH:17]=1 |f:2.3|. Reported procedure: 7-Methyl-2-phenyl-3,4-dihydro-2H-benzo[b][1,4]oxazine (1.4 g) was dissolved in ethanol (6.5 mL), and to it was added 1N HCl (6.5 mL). The reaction mixture was cooled to 0° C., and a solution of sodium nitrite (0.858 g) in water (23 mL) was added. After addition, the reaction mixture was stirred for 2 h at RT. The reaction was monitored by TLC. After completion of reaction, the mixture was evaporated and dried under high vacuum (1.5 g). The crude compound was carried forward to the next step with... Reactants: CCOCOCC, CC12CCC3C(CCC4=CC(=O)CCC43C)C1CCC2=O, CC(=O)[O-], ClC(Cl)Cl, [Na+], [Na+], [Na+], O=C([O-])[O-], O=P(Cl)(Cl)Cl. Product: C=C1CC2C3CCC(=O)C3(C)CCC2C2(C)CCC(=O)C=C12. Reaction SMILES: [CH2:6]([O:7][CH2:8][O:9][CH2:10][CH3:11])[CH3:12].[CH3:18][C:19]12[C:20](=[O:38])[CH2:21][CH2:22][CH:23]1[CH:24]1[CH2:25][CH2:26][C:27]3=[CH:28][C:29](=[O:37])[CH2:30][CH2:31][C:32]3([CH3:33])[CH:34]1[CH2:35][CH2:36]2.[CH3:2][C:3](=[O:4])[O-:5].[CH:45]([Cl:46])([Cl:47])[Cl:48].[Na+:1].[Na+:39].[Na+:40].[O-:41][C:42](=[O:43])[O-:44].[P:13]([Cl:14])([Cl:15])([Cl:16])=[O:17]>>[CH2:2]=[C:26]1[CH2:25][CH:24]2[CH:23]3[C:19]([CH3:18])([C:20](=[O:38])[CH2:21][CH2:22]3)[CH2:36][CH2:35][CH:34]2[C:32]2([CH3:33])[C:27]1=[CH:28][C:29](=[O:37])[CH2:30][CH2:31]2. Yields the product Cl.BrCCC1=CC=C(C=C1)[C@H](CC1=CC=CC=C1)N ((S)-1-[4-(2-bromoethyl)-phenyl]-2-phenylethylamine hydrochloride). Reactants: C(C)(=O)[O-].[NH4+] (ammonium acetate), C(#N)[BH3-].[Na+] (sodium cyanoborohydride), C(C)(C)(C)C=1C=C(C(O)=CC1)O (4-tert-butylpyrocatechol), C(C1=CC=CC=C1)C(=O)C1=CC=C(C=C1)CCBr (4-(2-bromoethyl)-phenyl benzyl ketone), Cl (hydrochloric acid). Solvent: C(C)(=O)OCC (ethyl acetate), CO (methanol), O1CCOCC1 (dioxane). Reported procedure: A solution of 50 g (0.66 mol) of ammonium acetate in 200 ml of methanol, 2.7 g (0.43 mol) of sodium cyanoborohydride and about 100 mg of 4-tert-butylpyrocatechol are added to a solution of 20 g (0.066 mol) of 4-(2-bromoethyl)-phenyl benzyl ketone in 100 ml of dioxane. After the mixture has been stirred for 48 hours at room temperature, it is acidified with 50 ml of concentrated hydrochloric acid (pH 2). Thereafter, methanol and dioxane are substantially distilled off under about 2 kPa and are re... Conditions: time 48 hour. As a reaction SMILES: C([O-])(=O)C.[NH4+].C([BH3-])#[N:7].[Na+].C(C1C=C(O)C(=CC=1)O)(C)(C)C.[CH2:22]([C:29]([C:31]1[CH:36]=[CH:35][C:34]([CH2:37][CH2:38][Br:39])=[CH:33][CH:32]=1)=O)[C:23]1[CH:28]=[CH:27][CH:26]=[CH:25][CH:24]=1.[ClH:40]>CO.O1CCOCC1.C(OCC)(=O)C>[ClH:40].[Br:39][CH2:38][CH2:37][C:34]1[CH:35]=[CH:36][C:31]([C@@H:29]([NH2:7])[CH2:22][C:23]2[CH:28]=[CH:27][CH:26]=[CH:25][CH:24]=2)=[CH:32][CH:33]=1 |f:0.1,2.3,10.11|. The reactants are C(C(CO)(CO)N)O (THAM), O=C[C@H](O)[C@@H](O)[C@H](O)[C@H](O)CO (dextrose), C(C(CO)(CO)N)O.C([O-])([O-])=O (THAM carbonate). Product: C([C@@H](O)[C@@H](O)[C@H](O)[C@H](O)CO)O (Mannitol). RXN SMILES: C(O)C(N)(CO)CO.[O:9]=[CH:10][C@@H:11]([C@H:13]([C@@H:15]([C@@H:17]([CH2:19][OH:20])[OH:18])[OH:16])[OH:14])[OH:12].C(O)C(N)(CO)CO.C(=O)([O-])[O-]>>[CH2:19]([OH:20])[C@H:17]([C@H:15]([C@@H:13]([C@@H:11]([CH2:10][OH:9])[OH:12])[OH:14])[OH:16])[OH:18] |f:2.3|. Reported procedure: NAC and THAM were granulated separately with an aqueous solution of gum arabic and dextrose. The granulate was dried, mixed with flavour, saccharin and mannitol and pressed into tablets. A similar composition was prepared by replacing THAM with THAM carbonate (807 mg, corresponding to 534 mg of THAM).